This data is from the Open Reaction Database (ORD), a public repository of structured organic reaction records. The task is: describe an organic reaction: reactants, conditions, products, and yield The reactants are COC1=C2C=CNC2=C(N=C1)C#N (4-methoxy-7-cyano-6-azaindole), C(C)(=O)NN (acetic hydrazide), C(C)OC(=O)C.O (EtOAc-H2O). Reaction conditions: temperature 150 celsius. Yields the product COC1=C2C=CNC2=C(N=C1)C=1NC(=NN1)C (4-Methoxy-7-(5-methyl-1,3,4-triazol-2-yl)-6-azaindole). Yield: 26.0%. Reaction SMILES: COC1C=[N:10][C:9]([C:12]#[N:13])=[C:8]2[C:4]=1[CH:5]=[CH:6][NH:7]2.[C:14]([NH:17][NH2:18])(=O)[CH3:15].[CH2:19]([O:21][C:22]([CH3:24])=O)C.O>>[CH3:19][O:21][C:22]1[CH:24]=[N:10][C:9]([C:12]2[NH:13][C:14]([CH3:15])=[N:17][N:18]=2)=[C:8]2[C:4]=1[CH:5]=[CH:6][NH:7]2 |f:2.3|. Procedure details: A mixture of 4-methoxy-7-cyano-6-azaindole (0.131 g, 0.757 mmol) and acetic hydrazide (0.270 g, 3.645 mmol) was heated in a sealed tube at 150° C. for 48 h. The reaction mixture was cooled and the solid residue was diluted with EtOAc-H2O. The aqueous phase was separated and re-extracted twice with EtOAc. The combined organic layers were washed (H2O, brine), dried (Na2SO4) and concentrated, and the residue was purified by preparative HPLC (NH4OAc), affording the title compound (0.0455 g, 26%) as ... Starting materials: O=C([O-])[O-], Cc1ccccc1, Ic1cccc2nc(NC3CCc4ccccc43)ccc12, [Cs+], [Cs+], I[Cu]I, CSCCO. The product is CSCCOc1cccc2nc(NC3CCc4ccccc43)ccc12. Reaction SMILES: [C:27](=[O:28])([O-:29])[O-:30].[CH3:33][c:34]1[cH:35][cH:36][cH:37][cH:38][cH:39]1.[CH:1]1([NH:10][c:11]2[n:12][c:13]3[cH:14][cH:15][cH:16][c:17]([I:21])[c:18]3[cH:19][cH:20]2)[CH2:2][CH2:3][c:4]2[cH:5][cH:6][cH:7][cH:8][c:9]21.[Cs+:31].[Cs+:32].[Cu:40]([I:41])[I:42].[OH:22][CH2:23][CH2:24][S:25][CH3:26]>>[CH:1]1([NH:10][c:11]2[n:12][c:13]3[cH:14][cH:15][cH:16][c:17]([O:22][CH2:23][CH2:24][S:25][CH3:26])[c:18]3[cH:19][cH:20]2)[CH2:2][CH2:3][c:4]2[cH:5][cH:6][cH:7][cH:8][c:9]21.